Dataset: the Open Reaction Database (ORD), a public repository of structured organic reaction records. Task: describe an organic reaction: reactants, conditions, products, and yield The reactants are CCN=C=NCCCN(C)C, CCOC(C)=O, CCOC(=O)C1CCOc2cc(Oc3ccc(C(=O)O)cc3)c(Cl)cc21, COC(CN)c1ccc(Cl)cc1, Cl, CN(C)C=O, On1nnc2cccnc21. Product: CCOC(=O)C1CCOc2cc(Oc3ccc(C(=O)NCC(OC)c4ccc(Cl)cc4)cc3)c(Cl)cc21. As a reaction SMILES: [CH2:50]([N:51]=[C:52]=[N:53][CH2:54][CH2:55][CH2:56][N:57]([CH3:58])[CH3:59])[CH3:60].[CH3:66][CH2:67][O:68][C:69]([CH3:70])=[O:71].[Cl:13][c:14]1[cH:15][c:16]2[c:21]([cH:22][c:23]1[O:24][c:25]1[cH:26][cH:27][c:28]([C:29](=[O:30])[OH:31])[cH:32][cH:33]1)[O:20][CH2:19][CH2:18][CH:17]2[C:34](=[O:35])[O:36][CH2:37][CH3:38].[Cl:1][c:2]1[cH:3][cH:4][c:5]([CH:8]([CH2:9][NH2:10])[O:11][CH3:12])[cH:6][cH:7]1.[ClH:49].[O:61]=[CH:62][N:63]([CH3:64])[CH3:65].[n:39]1[c:40]2[c:41]([n:42][cH:43][cH:44][cH:45]2)[n:46]([OH:47])[n:48]1>>[Cl:1][c:2]1[cH:3][cH:4][c:5]([CH:8]([CH2:9][NH:10][C:29]([c:28]2[cH:27][cH:26][c:25]([O:24][c:23]3[c:14]([Cl:13])[cH:15][c:16]4[c:21]([cH:22]3)[O:20][CH2:19][CH2:18][CH:17]4[C:34](=[O:35])[O:36][CH2:37][CH3:38])[cH:33][cH:32]2)=[O:30])[O:11][CH3:12])[cH:6][cH:7]1. Reactants: FC(C(=O)O)(F)F (trifluoroacetic acid), C(=O)(OC)C=1C(=C(C=C(C1)Cl)CC=O)O (3-carbomethoxy-5-chloro-2-hydroxy-phenylacetaldehyde). Yields the product C(=O)(OC)C1=CC(=CC2=C1OC=C2)Cl (7-carbomethoxy-5-chlorobenzo[b]furan). Isolated yield 63.2%. Reaction SMILES: FC(F)(F)C(O)=O.[C:8]([C:12]1[C:13]([OH:22])=[C:14]([CH2:19][CH:20]=O)[CH:15]=[C:16]([Cl:18])[CH:17]=1)([O:10][CH3:11])=[O:9]>>[C:8]([C:12]1[C:13]2[O:22][CH:20]=[CH:19][C:14]=2[CH:15]=[C:16]([Cl:18])[CH:17]=1)([O:10][CH3:11])=[O:9]. Reported procedure: A trifluoroacetic acid (25 ml) solution of 3-carbomethoxy-5-chloro-2-hydroxyphenylacetaldehyde (5c) (5.20 g, 22.7 mmol) was refluxed for 2 hours under argon, and then poured into saturated Na2CO3The resulting precipitate was collected by filtration, and then purified by column chromatography (100% CH2Cl2) to give 6c as a cream colored solid (3.02 g, 63.2% yield). Analytical sample was prepared by recrystallization from ethyl ether, mp 144°-145° C. IR (nujol) 1710 (ester) cm-1. NMR (CDCl3) δ7.87-...